This data is from the Open Reaction Database (ORD), a public repository of structured organic reaction records. The task is: describe an organic reaction: reactants, conditions, products, and yield The reactants are BrC1=CC(=C(C=C1)CO)S(=O)(=O)C ((4-bromo-2-methanesulfonyl-phenyl)-methanol), P(=O)(Br)(Br)Br (POBr3), P(Br)(Br)Br (PBr3), petroleum ether EtOAc. Run in [Cl-].[Na+].O (brine). Run at temperature 130 celsius, time 8 hour. Yields the product BrC1=CC(=C(C=C1)CBr)S(=O)(=O)C (4-bromo-1-bromomethyl-2-methanesulfonyl-benzene). Isolated yield 160.5%. RXN SMILES: [Br:1][C:2]1[CH:7]=[CH:6][C:5]([CH2:8]O)=[C:4]([S:10]([CH3:13])(=[O:12])=[O:11])[CH:3]=1.P(Br)(Br)([Br:16])=O.P(Br)(Br)Br>[Cl-].[Na+].O>[Br:1][C:2]1[CH:7]=[CH:6][C:5]([CH2:8][Br:16])=[C:4]([S:10]([CH3:13])(=[O:12])=[O:11])[CH:3]=1 |f:3.4.5|. Procedure details: To a solution of (4-bromo-2-methanesulfonyl-phenyl)-methanol (preparation 112) (100 mg, 0.38 mmol) in POBr3 (542 mg, 1.89 mmol) was added PBr3 (511 mg, 1.89 mmol). After the addition, the reaction mixture was stirred at 130° C. overnight. TLC (petroleum ether:EtOAc 1:1) showed the reaction was complete. The reaction was cooled to room temperature and then poured into brine (10 mL) and extracted with EtOAc (10 mL×2). The combined organic layers were washed with brine (10 mL×2), dried over sodium ... Starting materials: CN(C)CCN(C)C (TMEDA), II (iodine), ClC1=C2C(N(C(C2=CC=C1C)=O)C(C)(C1=CC=CC=C1)C)O (4-chloro-5-methyl-3-hydroxy-2-(1-methyl-1-phenylethyl)isoindolinone). The solvent is C1CCOC1 (THF). Product: ClC1=C2C(N(C(C2=C(C=C1C)I)=O)C(C)(C1=CC=CC=C1)C)O (4-chloro-5-methyl-3-hydroxy-7-iodo-2-(1-methyl-1-phenylethyl)isoindolinone). Isolated yield 62.8%. As a reaction SMILES: [Cl:1][C:2]1[C:10]([CH3:11])=[CH:9][CH:8]=[C:7]2[C:3]=1[CH:4]([OH:22])[N:5]([C:13]([CH3:21])([C:15]1[CH:20]=[CH:19][CH:18]=[CH:17][CH:16]=1)[CH3:14])[C:6]2=[O:12].CN(CCN(C)C)C.[I:31]I>C1COCC1>[Cl:1][C:2]1[C:10]([CH3:11])=[CH:9][C:8]([I:31])=[C:7]2[C:3]=1[CH:4]([OH:22])[N:5]([C:13]([CH3:14])([C:15]1[CH:16]=[CH:17][CH:18]=[CH:19][CH:20]=1)[CH3:21])[C:6]2=[O:12]. Reported procedure: In a similar manner to Step. 3 of Example 16, 4-chloro-5-methyl-3-hydroxy-2-(1-methyl-1-phenylethyl)isoindolinone (400 mg, 1.27 mmol) was dissolved in THF (16 mL), and the solution was treated with TMEDA (0.33 mL, 2.2 mmol), sec-butyl lithium-hexane solution (1.01 mol/L, 2.8 mL, 2.8 mmol) and iodine (387 mg, 1.52 mmol), followed by purification by flash column chromatography (hexane/ethyl acetate=95/5 to 80/20 to 70/30) to obtain 4-chloro-5-methyl-3-hydroxy-7-iodo-2-(1-methyl-1-phenylethyl)isoin... The reactants are N1N=CC2=C1N=CC=C2C#N (1H-Pyrazolo[3,4-b]pyridine-4-carbonitrile), CCO (EtOH). Reagents/catalysts: [Ni] (Raney Nickel). Solvent: [NH4+].[OH-] (NH4OH). Run at time 18 hour. The product is N1N=CC=2C1=NC=CC2CN (C-(1H-pyrazolo[3,4-b]pyridin-4-yl)-methylamine). As a reaction SMILES: [NH:1]1[C:5]2[N:6]=[CH:7][CH:8]=[C:9]([C:10]#[N:11])[C:4]=2[CH:3]=[N:2]1.CCO>[NH4+].[OH-].[Ni]>[NH:1]1[C:5]2=[N:6][CH:7]=[CH:8][C:9]([CH2:10][NH2:11])=[C:4]2[CH:3]=[N:2]1 |f:2.3|. Procedure details: 1H-Pyrazolo[3,4-b]pyridine-4-carbonitrile (290 mg, 2.01 mmol) was dissolved in aqueous NH4OH (4 mL) and EtOH (4 mL) then added wet Raney Nickel (2 mL). The reaction was put under a balloon of H2 gas and stirred for 18 h. The mixture was filtered through a pad of Celite®, washing with MeOH. The filtrate was concentrated in vacuo to yield C-(1H-pyrazolo[3,4-b]pyridin-4-yl)-methylamine as a tan solid. Reactants: Cl.Cl.N1(CCCC1)C1=CC=C(C(=O)C2CCNCC2)C=C1 (4-(4-pyrrolidinobenzoyl)piperidine dihydrochloride), C(C)O (ethanol). The reagents and catalysts are [Pd] (palladium-on-carbon). Run in O (water). Reaction conditions: time 2 hour. Yields the product Cl.Cl.N1(CCCC1)C1=CC=C(CC2CCNCC2)C=C1 (4-(4-Pyrrolidinobenzyl)piperidine dihydrochloride). The yield is 25.1%. RXN SMILES: C(O)C.[ClH:4].Cl.[N:6]1([C:11]2[CH:24]=[CH:23][C:14]([C:15]([CH:17]3[CH2:22][CH2:21][NH:20][CH2:19][CH2:18]3)=O)=[CH:13][CH:12]=2)[CH2:10][CH2:9][CH2:8][CH2:7]1>[Pd].O>[ClH:4].[ClH:4].[N:6]1([C:11]2[CH:12]=[CH:13][C:14]([CH2:15][CH:17]3[CH2:22][CH2:21][NH:20][CH2:19][CH2:18]3)=[CH:23][CH:24]=2)[CH2:10][CH2:9][CH2:8][CH2:7]1 |f:1.2.3,6.7.8|. Procedure: In a solvent mixture of 20 ml of ethanol and 20 ml of water was added 3.33 g of the 4-(4-pyrrolidinobenzoyl)piperidine dihydrochloride (Compound No. 1) prepared in Example 11, followed by addition of 10% palladium-on-carbon, and the catalytic reduction was carried out at atmospheric temperature and pressure for 2 hours. After completion of the reaction, the solvent was distilled off and the residue was dissolved in a saturated aqueous solution of sodium chloride. The solution was made basic by a... Reactants: Cl, O=c1[nH]c(CCCOc2cccc(CN3CCCCC3)c2)ncc1OCc1ccccc1. Yields the product O=c1[nH]c(CCCOc2cccc(CN3CCCCC3)c2)ncc1O. As a reaction SMILES: [ClH:33].[N:1]1([CH2:7][c:8]2[cH:9][c:10]([O:11][CH2:12][CH2:13][CH2:14][c:15]3[n:16][cH:17][c:18]([O:22][CH2:23][c:24]4[cH:25][cH:26][cH:27][cH:28][cH:29]4)[c:19](=[O:21])[nH:20]3)[cH:30][cH:31][cH:32]2)[CH2:2][CH2:3][CH2:4][CH2:5][CH2:6]1>>[N:1]1([CH2:7][c:8]2[cH:9][c:10]([O:11][CH2:12][CH2:13][CH2:14][c:15]3[n:16][cH:17][c:18]([OH:22])[c:19](=[O:21])[nH:20]3)[cH:30][cH:31][cH:32]2)[CH2:2][CH2:3][CH2:4][CH2:5][CH2:6]1.